This data is from the Open Reaction Database (ORD), a public repository of structured organic reaction records. The task is: describe an organic reaction: reactants, conditions, products, and yield The reactants are CC(=O)[O-], CCO, O=C(CCl)c1ccc(F)cc1F, Cl, NO, [Na+]. The product is ON=C(CCl)c1ccc(F)cc1F. Reaction SMILES: [CH3:17][C:18](=[O:19])[O-:20].[CH3:21][CH2:22][OH:23].[Cl:1][CH2:2][C:3](=[O:4])[c:5]1[c:6]([F:12])[cH:7][c:8]([F:11])[cH:9][cH:10]1.[ClH:13].[NH2:14][OH:15].[Na+:16]>>[Cl:1][CH2:2][C:3]([c:5]1[c:6]([F:12])[cH:7][c:8]([F:11])[cH:9][cH:10]1)=[N:14][OH:15]. The reactants are C(C)=O (acetaldehyde), tolune solution, C(C1=CC=CC=C1)N1CCC(CC1)=O (1-benzyl-4-piperidone), N1CCOCC1 (morpholine), C(C1=CC=CC=C1)N1CC=C(CC1)N1CCOCC1 (1-benzyl-4-morpholino-1,2,5,6-tetrahydropyridine). Solvent: C(Cl)Cl (methylene chloride), O (water), O (Water). Reaction conditions: time 8 hour. The product is C(C1=CC=CC=C1)N1CC(C(CC1)=O)C(C)O (1-benzyl-3-(1-hydroxyethyl)-4-piperidone). Isolated yield 37.9%. Reaction SMILES: [CH2:1]([N:8]1[CH2:13][CH2:12][C:11](=[O:14])[CH2:10][CH2:9]1)[C:2]1[CH:7]=[CH:6][CH:5]=[CH:4][CH:3]=1.N1CC[O:18][CH2:17][CH2:16]1.C(=O)C.C(N1CCC(N2CCOCC2)=CC1)C1C=CC=CC=1>O.C(Cl)Cl>[CH2:1]([N:8]1[CH2:13][CH2:12][C:11](=[O:14])[CH:10]([CH:17]([OH:18])[CH3:16])[CH2:9]1)[C:2]1[CH:3]=[CH:4][CH:5]=[CH:6][CH:7]=1. Procedure details: A 100 ml tolune solution of 10.0 g (52.9 mmol) of 1-benzyl-4-piperidone and 4.61 g (52.9 mmol) of morpholine was subjected to azeotropic dehydration for 5 hours under heating and reflux by using a water separator. After completion of the reaction, the solvent was distilled off under reduced pressure, whereby 13.7 g of 1-benzyl-4-morpholino-1,2,5,6-tetrahydropyridine were quantitatively obtained. In an argon atmosphere, a 20 ml methylene chloride solution of 1.52 g (34.6 mmol) of acetaldehyde was... Starting materials: ClC1=NC(=CC(=N1)OC)C (2-chloro-4-methoxy-6-methylpyrimidine), N1C=NC=C1 (imidazole). Solvent: O1CCCC1 (tetrahydrofuran). Yields the product N1(C=NC=C1)C1=NC(=CC(=N1)OC)C (2-(1-imidazolyl)-4-methoxy-6-methylpyrimidine). The yield is 51.1%. Reaction SMILES: Cl[C:2]1[N:7]=[C:6]([O:8][CH3:9])[CH:5]=[C:4]([CH3:10])[N:3]=1.[NH:11]1[CH:15]=[CH:14][N:13]=[CH:12]1>O1CCCC1>[N:11]1([C:2]2[N:7]=[C:6]([O:8][CH3:9])[CH:5]=[C:4]([CH3:10])[N:3]=2)[CH:15]=[CH:14][N:13]=[CH:12]1. Procedure details: In anhydrous tetrahydrofuran, 159 mg of 2-chloro-4-methoxy-6-methylpyrimidine was substituted with 68 mg of imidazole. The reaction mixture was treated according to the Procedure of Example 5 to yield 97 mg of 2-(1-imidazolyl)-4-methoxy-6-methylpyrimidine, recrystallized from n-hexane, having a melting point of 53°-54° C. Reactants: O=C([O-])[O-], CN(C)C=O, CN(C)C(=O)c1cnc(Cl)cn1, [Cs+], [Cs+], CCOC(=O)c1cc(O)c2cc(C)oc2c1. Product: CCOC(=O)c1cc(Oc2cnc(C(=O)N(C)C)cn2)c2cc(C)oc2c1. Reaction SMILES: [C:29](=[O:30])([O-:31])[O-:32].[CH3:35][N:36]([CH3:37])[CH:38]=[O:39].[Cl:17][c:18]1[n:19][cH:20][c:21]([C:24](=[O:25])[N:26]([CH3:27])[CH3:28])[n:22][cH:23]1.[Cs+:33].[Cs+:34].[OH:1][c:2]1[cH:3][c:4]([C:12](=[O:13])[O:14][CH2:15][CH3:16])[cH:5][c:6]2[c:7]1[cH:8][c:9]([CH3:11])[o:10]2>>[O:1]([c:2]1[cH:3][c:4]([C:12](=[O:13])[O:14][CH2:15][CH3:16])[cH:5][c:6]2[c:7]1[cH:8][c:9]([CH3:11])[o:10]2)[c:18]1[n:19][cH:20][c:21]([C:24](=[O:25])[N:26]([CH3:27])[CH3:28])[n:22][cH:23]1. The reactants are CC(C)(C)OC(=O)N1C(=O)Cc2ccc(Br)cc21, O=C([O-])[O-], CC(=O)O, CCOC(C)=O, [Cs+], [Cs+], ICCOCCI, O. Product: CC(C)(C)OC(=O)N1C(=O)C2(CCOCC2)c2ccc(Br)cc21. RXN SMILES: [Br:7][c:8]1[cH:9][cH:10][c:11]2[c:15]([cH:16]1)[N:14]([C:17](=[O:18])[O:19][C:20]([CH3:21])([CH3:22])[CH3:23])[C:13](=[O:24])[CH2:12]2.[C:1](=[O:2])([O-:3])[O-:4].[CH3:32][C:33](=[O:34])[OH:35].[CH3:37][CH2:38][O:39][C:40](=[O:41])[CH3:42].[Cs+:5].[Cs+:6].[I:25][CH2:26][CH2:27][O:28][CH2:29][CH2:30][I:31].[OH2:36]>>[Br:7][c:8]1[cH:9][cH:10][c:11]2[c:15]([cH:16]1)[N:14]([C:17](=[O:18])[O:19][C:20]([CH3:21])([CH3:22])[CH3:23])[C:13](=[O:24])[C:12]21[CH2:26][CH2:27][O:28][CH2:29][CH2:30]1. The reactants are O (water), BrCCOC (1-Bromo-2-methoxyethane), CC1=NC2=C(C(=CC=C2C=C1)O)C (2,8-dimethylquinolin-7-ol), C([O-])([O-])=O.[K+].[K+] (potassium carbonate). The solvent is CC(=O)C (acetone). The product is COCCOC1=CC=C2C=CC(=NC2=C1C)C (7-(2-methoxyethoxy)-2,8-dimethylquinoline). The yield is 16.9%. RXN SMILES: Br[CH2:2][CH2:3][O:4][CH3:5].[CH3:6][C:7]1[CH:16]=[CH:15][C:14]2[C:9](=[C:10]([CH3:18])[C:11]([OH:17])=[CH:12][CH:13]=2)[N:8]=1.C(=O)([O-])[O-].[K+].[K+].O>CC(C)=O>[CH3:5][O:4][CH2:3][CH2:2][O:17][C:11]1[C:10]([CH3:18])=[C:9]2[C:14]([CH:15]=[CH:16][C:7]([CH3:6])=[N:8]2)=[CH:13][CH:12]=1 |f:2.3.4|. Reported procedure: 1-Bromo-2-methoxyethane (0.64 g, 4.6 mmol), 2,8-dimethylquinolin-7-ol (1.0 g, 2.3 mmol) and potassium carbonate (0.96 g, 6.9 mmol) in acetone (15 mL) were heated to 70° C. in a sealed tube for 18 hours. After cooling, water (20 mL) was added and the aqueous phase was extracted with DCM. The combined organic phases were dried over MgSO4, filtered and concentrated under reduced pressure. The residue was purified by reverse phase chromatography (SP4, 25M, eluting with a gradient of water/ACN 100:0 ...